The task is: describe an organic reaction: reactants, conditions, products, and yield. This data is from the Open Reaction Database (ORD), a public repository of structured organic reaction records. Starting materials: Cc1cc(F)ccc1Br, CC(C)[N-]C(C)C, Cl, [Li+], CN(C)C=O, C1CCOC1, O. Product: Cc1cc(F)c(C=O)cc1Br. RXN SMILES: [Br:1][c:2]1[c:3]([CH3:9])[cH:4][c:5]([F:8])[cH:6][cH:7]1.[CH:10]([N-:11][CH:12]([CH3:13])[CH3:14])([CH3:15])[CH3:16].[ClH:23].[Li+:17].[O:18]=[CH:19][N:20]([CH3:21])[CH3:22].[O:24]1[CH2:25][CH2:26][CH2:27][CH2:28]1.[OH2:29]>>[Br:1][c:2]1[c:3]([CH3:9])[cH:4][c:5]([F:8])[c:6]([CH:19]=[O:18])[cH:7]1. The reactants are S(=O)(=O)(Cl)Cl (Sulfuryl chloride), BrC=1C=C(C=C(C1S)Br)CC(=O)OC (methyl 3,5-dibromo-4-mercaptophenylacetate), C1(CCCC1)C1=C(C=CC=C1)O (2-cyclopentylphenol), [Sn](Cl)(Cl)(Cl)Cl (tin (IV) chloride), S(Cl)Cl (sulfenyl chloride), ice. Solvent: ClCCl (dichloromethane), CO (methanol). The product is BrC=1C=C(C=C(C1S(=O)(=O)C1=CC(=C(C=C1)O)C1CCCC1)Br)CC(=O)O (3,5-Dibromo-4-(3-cyclopentyl-4-hydroxyphenylsulfonyl)phenylacetic acid). As a reaction SMILES: [S:1](Cl)(Cl)(=[O:3])=[O:2].[Br:6][C:7]1[CH:8]=[C:9]([CH2:15][C:16]([O:18]C)=[O:17])[CH:10]=[C:11]([Br:14])[C:12]=1S.S(Cl)Cl.[CH:23]1([C:28]2[CH:33]=[CH:32][CH:31]=[CH:30][C:29]=2[OH:34])[CH2:27][CH2:26][CH2:25][CH2:24]1.[Sn](Cl)(Cl)(Cl)Cl>ClCCl.CO>[Br:14][C:11]1[CH:10]=[C:9]([CH2:15][C:16]([OH:18])=[O:17])[CH:8]=[C:7]([Br:6])[C:12]=1[S:1]([C:32]1[CH:31]=[CH:30][C:29]([OH:34])=[C:28]([CH:23]2[CH2:27][CH2:26][CH2:25][CH2:24]2)[CH:33]=1)(=[O:3])=[O:2]. Procedure details: Sulfuryl chloride (0.5 mL) was added dropwise to a solution of methyl 3,5-dibromo-4-mercaptophenylacetate (Preparation E, 0.8 g) in 50 mL of dichloromethane for 1 hour. The sulfenyl chloride product was then added dropwise to an ice-cooled suspension of 2-cyclopentylphenol (0.44 g) and tin (IV) chloride (0.53 mL) in methanol. Following the procedures of Examples 1 and 3, the product methyl 3,5-dibromo-4-(3-cyclopentyl-4-hydroxyphenylsulfonyl)phenylacetate, MP: 171°-173.5° C., (0.7 g) was purifie... The yield is 77.0%. The reagents and catalysts are [Zn] (zinc). Reaction SMILES: Cl[C:2]1[C:7]([CH2:8][C:9]([O:11][CH2:12][CH3:13])=[O:10])=[CH:6][N:5]=[C:4]([C:14]([CH3:17])([CH3:16])[CH3:15])[N:3]=1.[OH-].[NH4+].[Cl-].[Na+]>[Zn].C1(C)C=CC=CC=1>[CH2:12]([O:11][C:9]([CH2:8][C:7]1[CH:2]=[N:3][C:4]([C:14]([CH3:15])([CH3:17])[CH3:16])=[N:5][CH:6]=1)=[O:10])[CH3:13] |f:1.2,3.4|. Procedure: A mixture 4-chloro-5-ethoxycarbonylmethyl-2-(2-methylprop-2-yl)pyrimidine (18 g), toluene (180 cm3), zinc dust (36 g) and 3 molar ammonium hydroxide solution saturated with sodium chloride (180 cm3) was heated at 100° C. for 120 hours. After cooling and filtering to remove the solid component the organic phase was separated, the aqueous phase washed with ethyl acetate and the washings combined with the organic phase. After washing the organic phase with water and drying over anhydrous magnesium ... The reactants are ClC1=NC(=NC=C1CC(=O)OCC)C(C)(C)C (4-chloro-5-ethoxycarbonylmethyl-2-(2-methylprop-2-yl)pyrimidine), [OH-].[NH4+] (ammonium hydroxide), [Cl-].[Na+] (sodium chloride). Yields the product C(C)OC(=O)CC=1C=NC(=NC1)C(C)(C)C (5-ethoxycarbonylmethyl-2-(2-methylprop-2-yl)pyrimidine). Run in C1(=CC=CC=C1)C (toluene). Starting materials: C[Si](C)(C)I (trimethylsilyl iodide), O1C(=CC=C1)C=1C=C2C(=NNC2=CC1C1=CC=C(C=C1)OCC1=CC=CC=C1)NC(CCC)=O (N-[(5-(2-furyl)-6-[4-(phenylmethoxy)phenyl]-1H-indazol-3-yl)]butanamide). Run in CO (methanol). Product: O1C(=CC=C1)C=1C=C2C(=NNC2=CC1C1=CC=C(C=C1)O)NC(CCC)=O (N-[5-(2-furyl)-6-(4-hydroxyphenyl)-1H-indazol-3-yl]butanamide). Isolated yield 1.7%. Reaction SMILES: C[Si](I)(C)C.[O:6]1[CH:10]=[CH:9][CH:8]=[C:7]1[C:11]1[CH:12]=[C:13]2[C:17](=[CH:18][C:19]=1[C:20]1[CH:25]=[CH:24][C:23]([O:26]CC3C=CC=CC=3)=[CH:22][CH:21]=1)[NH:16][N:15]=[C:14]2[NH:34][C:35](=[O:39])[CH2:36][CH2:37][CH3:38]>CO>[O:6]1[CH:10]=[CH:9][CH:8]=[C:7]1[C:11]1[CH:12]=[C:13]2[C:17](=[CH:18][C:19]=1[C:20]1[CH:21]=[CH:22][C:23]([OH:26])=[CH:24][CH:25]=1)[NH:16][N:15]=[C:14]2[NH:34][C:35](=[O:39])[CH2:36][CH2:37][CH3:38]. Procedure details: 10 cm3 of trimethylsilyl iodide are added to 750 mg of N-[(5-(2-furyl)-6-[4-(phenylmethoxy)phenyl]-1H-indazol-3-yl)]butanamide, described previously, and the mixture is refluxed for 18 hours. 40 cm3 of methanol are added and the reaction medium and the mixture is refluxed for 10 minutes and then concentrated to dryness under reduced pressure (2 kPa; 50° C.). The residue is taken up in 75 cm3 of ethyl acetate and 50 cm3 of tetrahydrofuran and the organic phase is washed with 2×75 cm3 of 10% sodiu... Run at temperature 120 celsius, time 18 hour. Reactants: C(N1CC(CC1)(N)C)(OC(C)(C)C)=O, n1c(nc(c(c1Cl)CCOS(C)(=O)=O)Cl)N1CCOCC1. Yields the product CC(C)(C)OC(=O)N1CCC(C)(C1)N2CCc3c(Cl)nc(nc23)N4CCOCC4. Run in CN(C)C=O  (DMF). As a reaction SMILES: CS(O[CH2:1][CH2:2][c:3]1[c:9](Cl)[n:8][c:7]([N:10]2[CH2:15][CH2:14][O:13][CH2:12][CH2:11]2)[n:6][c:4]1[Cl:5])(=O)=O.[CH3:16][C:17]([O:20][C:21]([N:23]1[CH2:29][C:26]([NH2:28])([CH3:27])[CH2:25][CH2:24]1)=[O:22])([CH3:19])[CH3:18]>>[CH3:16][C:17]([O:20][C:21]([N:23]1[CH2:29][C:26]([N:28]2[c:9]([c:3]3[CH2:2][CH2:1]2)[n:8][c:7]([N:10]4[CH2:15][CH2:14][O:13][CH2:12][CH2:11]4)[n:6][c:4]3[Cl:5])([CH3:27])[CH2:25][CH2:24]1)=[O:22])([CH3:19])[CH3:18]. Reagents/catalysts: c1ccc(cc1)-c2c3ccccc3cc4ccccc24 (9-Phenylanthracene), C1=CC=NC=C1 (Pyridine). Product: C(C)(C)(C)OC(=O)N1CC(C1)OC1=C(C=CC(=C1)F)C(=O)O (3-(2-Carboxy-5-fluoro-phenoxy)-azetidine-1-carboxylic acid tert-butyl ester). Reactants: Cl(=O)[O-].[Na+] (sodium chlorite), P(=O)(O)(O)[O-].[Na+] (sodium dihydrogenphosphate), CC(C)=CC (2-methyl-2-butene), C(C)(C)(C)OC(=O)N1CC(C1)OC1=C(C=CC(=C1)F)C=O (3-(5-fluoro-2-formyl-phenoxy)-azetidine-1-carboxylic acid tert-butyl ester). Reported procedure: A solution of sodium chlorite (1.19 g; 13.13 mmol; 5.5 eq.) and sodium dihydrogenphosphate (1.03 g; 8.59 mmol; 3.6 eq.) in water (7 mL) was added dropwise to a mixture of 2-methyl-2-butene (2.39 mL) and 3-(5-fluoro-2-formyl-phenoxy)-azetidine-1-carboxylic acid tert-butyl ester (705 mg; 2.39 mmol; 1 eq.) in 1,4-dioxane (7 mL). The reaction mixture was stirred at room temperature for 16 hours and the 1,4-dioxane concentrated in vacuo. The aqueous solution was diluted with water and the pH made aci... Run at time 16 hour. RXN SMILES: Cl([O-])=O.[Na+].P([O-])(O)(O)=[O:6].[Na+].CC(=CC)C.[C:16]([O:20][C:21]([N:23]1[CH2:26][CH:25]([O:27][C:28]2[CH:33]=[C:32]([F:34])[CH:31]=[CH:30][C:29]=2[CH:35]=[O:36])[CH2:24]1)=[O:22])([CH3:19])([CH3:18])[CH3:17]>O.O1CCOCC1>[C:16]([O:20][C:21]([N:23]1[CH2:26][CH:25]([O:27][C:28]2[CH:33]=[C:32]([F:34])[CH:31]=[CH:30][C:29]=2[C:35]([OH:6])=[O:36])[CH2:24]1)=[O:22])([CH3:19])([CH3:17])[CH3:18] |f:0.1,2.3|. Solvent: O (water), O1CCOCC1 (1,4-dioxane). Yield: 84.0%. Reactants: CCNc1cc(C(C)=O)ccc1[N+](=O)[O-], CCO. Product: CCNc1cc(C(C)=O)ccc1N. As a reaction SMILES: [CH2:1]([CH3:2])[NH:3][c:4]1[cH:5][c:6]([C:13]([CH3:14])=[O:15])[cH:7][cH:8][c:9]1[N+:10]([O-:11])=[O:12].[CH3:16][CH2:17][OH:18]>>[CH2:1]([CH3:2])[NH:3][c:4]1[cH:5][c:6]([C:13]([CH3:14])=[O:15])[cH:7][cH:8][c:9]1[NH2:10]. Reactants: C1=CC=CC=2C(C3=C(C=CC21)C=CC=C3)=C3CCN(CC3)C(=O)OCC (ethyl 4-(5H-dibenzo[a,d]cyclohepten-5-ylidene)-1-piperidinecarboxylate), [OH-].[K+] (potassium hydroxide). The solvent is C(CCC)O (n-butanol). Product: C1=CC=CC=2C(C3=C(C=CC21)C=CC=C3)=C3CCNCC3 (4-(5H-dibenzo[a,d]cyclohepten-5-ylidene)piperidine). The yield is 102.5%. RXN SMILES: [CH:1]1[C:11]2[CH:10]=[CH:9][C:8]3[CH:12]=[CH:13][CH:14]=[CH:15][C:7]=3[C:6](=[C:16]3[CH2:21][CH2:20][N:19](C(OCC)=O)[CH2:18][CH2:17]3)[C:5]=2[CH:4]=[CH:3][CH:2]=1.[OH-].[K+]>C(O)CCC>[CH:1]1[C:11]2[CH:10]=[CH:9][C:8]3[CH:12]=[CH:13][CH:14]=[CH:15][C:7]=3[C:6](=[C:16]3[CH2:17][CH2:18][NH:19][CH2:20][CH2:21]3)[C:5]=2[CH:4]=[CH:3][CH:2]=1 |f:1.2|. Reported procedure: A mixture of 65.6 g of ethyl 4-(5H-dibenzo[a,d]cyclohepten-5-ylidene)-1-piperidinecarboxylate, 32.0 g of potassium hydroxide and 250 ml of n-butanol was refluxed for 2 hrs and concentrated. Water was added to the residue and extracted with toluene. The toluene layer was washed with water, dried and concentrated to give 53.2 g of pale yellow solid, which was recrystallized from methanol to give 47.9 g of colorless needles, mp 145°-147° C. Reactants: [BH4-], CCO, Cl, CCN(CC)CCNC(=O)c1cc(Cl)c(N)cc1OCC(C)=O, [Na+]. The product is CCN(CC)CCNC(=O)c1cc(Cl)c(N)cc1OCC(C)O. Reaction SMILES: [BH4-:24].[CH3:27][CH2:28][OH:29].[ClH:26].[NH2:1][c:2]1[cH:3][c:4]([O:19][CH2:20][C:21]([CH3:22])=[O:23])[c:5]([C:6](=[O:7])[NH:8][CH2:9][CH2:10][N:11]([CH2:12][CH3:13])[CH2:14][CH3:15])[cH:16][c:17]1[Cl:18].[Na+:25]>>[NH2:1][c:2]1[cH:3][c:4]([O:19][CH2:20][CH:21]([CH3:22])[OH:23])[c:5]([C:6](=[O:7])[NH:8][CH2:9][CH2:10][N:11]([CH2:12][CH3:13])[CH2:14][CH3:15])[cH:16][c:17]1[Cl:18]. Starting materials: [Cl-], Cl, O=C1CC2CCC(C1)N2CC(F)(F)F, N#C[K], [NH4+], O. Yields the product N#CC1(O)CC2CCC(C1)N2CC(F)(F)F. As a reaction SMILES: [Cl-:16].[ClH:15].[F:1][C:2]([CH2:3][N:4]1[CH:5]2[CH2:6][C:7](=[O:12])[CH2:8][CH:9]1[CH2:10][CH2:11]2)([F:13])[F:14].[K:18][C:19]#[N:20].[NH4+:17].[OH2:21]>>[F:1][C:2]([CH2:3][N:4]1[CH:5]2[CH2:6][C:7]([OH:12])([C:19]#[N:20])[CH2:8][CH:9]1[CH2:10][CH2:11]2)([F:13])[F:14].